describe an organic reaction: reactants, conditions, products, and yield From a dataset of the Open Reaction Database (ORD), a public repository of structured organic reaction records. The reactants are Cc1ccc(C#N)cc1O, [H-], CCI, [Na+], O, CN(C)C=O. The product is CCOc1cc(C#N)ccc1C. As a reaction SMILES: [CH3:1][c:2]1[c:3]([OH:10])[cH:4][c:5]([C:6]#[N:7])[cH:8][cH:9]1.[H-:12].[I:14][CH2:15][CH3:16].[Na+:11].[O:13].[O:17]=[CH:18][N:19]([CH3:20])[CH3:21]>>[CH3:1][c:2]1[c:3]([O:10][CH2:15][CH3:16])[cH:4][c:5]([C:6]#[N:7])[cH:8][cH:9]1. Reaction SMILES: [C:9]([CH3:10])(=[O:11])[CH2:12][C:13]([CH3:14])=[O:15].[CH2:16]1[CH2:17][CH2:18][NH:19][CH2:20][CH2:21]1.[CH2:22]1[CH2:23][CH2:24][CH2:25][CH2:26][CH2:27]1.[CH:1](=[O:2])[c:3]1[cH:4][cH:5][cH:6][cH:7][cH:8]1>>[CH:1]([c:3]1[cH:4][cH:5][cH:6][cH:7][cH:8]1)=[CH:14][C:13]([CH2:12][C:9]([CH3:10])=[O:11])=[O:15]. Yields the product CC(=O)CC(=O)C=Cc1ccccc1. The reactants are CC(=O)CC(C)=O, C1CCNCC1, C1CCCCC1, O=Cc1ccccc1. The reactants are CCOC(=O)OCC, CCCCCCCC1CCC(=O)O1, [H-], [Na+]. The product is CCCCCCCC1CC(C(=O)OCC)C(=O)O1. Reaction SMILES: [C:14]([O:15][CH2:16][CH3:17])([O:18][CH2:20][CH3:21])=[O:19].[CH2:1]([CH2:2][CH2:3][CH2:4][CH2:5][CH2:6][CH3:7])[CH:8]1[CH2:9][CH2:10][C:11](=[O:13])[O:12]1.[H-:22].[Na+:23]>>[CH2:1]([CH2:2][CH2:3][CH2:4][CH2:5][CH2:6][CH3:7])[CH:8]1[CH2:9][CH:10]([C:14]([O:15][CH2:16][CH3:17])=[O:18])[C:11](=[O:13])[O:12]1. The reactants are CC=C(C)C, CC(C)(C)O, CCOC(C)=O, Cc1c(C=O)c(F)c2oc(C3CC3)nc2c1C#N, [O-][Cl+][O-], Cl, [Na+], [Na+], O, O, O=P([O-])(O)O. Product: Cc1c(C(=O)O)c(F)c2oc(C3CC3)nc2c1C#N. Reaction SMILES: [CH3:27][C:28](=[CH:29][CH3:30])[CH3:31].[CH3:37][C:38]([OH:39])([CH3:40])[CH3:41].[CH3:42][CH2:43][O:44][C:45](=[O:46])[CH3:47].[CH:1]1([c:4]2[o:5][c:6]3[c:7]([n:8]2)[c:9]([C:17]#[N:18])[c:10]([CH3:16])[c:11]([CH:14]=[O:15])[c:12]3[F:13])[CH2:2][CH2:3]1.[Cl+:32]([O-:33])[O-:34].[ClH:36].[Na+:26].[Na+:35].[OH2:19].[OH2:20].[P:21](=[O:22])([O-:23])([OH:24])[OH:25]>>[CH:1]1([c:4]2[o:5][c:6]3[c:7]([n:8]2)[c:9]([C:17]#[N:18])[c:10]([CH3:16])[c:11]([C:14](=[O:15])[OH:22])[c:12]3[F:13])[CH2:2][CH2:3]1. The reactants are FC1=CC=C(CN2C(=O)C(=O)C3=CC(=CC=C23)S(=O)(=O)N2[C@@H](CCC2)COCC=2N=NN(C2)CCF)C=C1 ((S)-1-(4-Fluorobenzyl)-5-(2-(1-((2-fluoroethyl)-1H-[1,2,3]-triazol-4-yl)methoxymethyl)-pyrrolidine-1-sulfonyl)isatin), FCCCCN=[N+]=[N-] (4-fluorobutylazide). Product: FC1=CC=C(CN2C(=O)C(=O)C3=CC(=CC=C23)S(=O)(=O)N2[C@@H](CCC2)COCC=2N=NN(C2)CCCCF)C=C1 ((S)-1-(4-Fluorobenzyl)-5-(2-((1-(4-fluorobutyl)-1H-[1,2,3]-triazol-4-yl)methoxymethyl)-pyrrolidine-1-sulfonyl)isatin). Reaction SMILES: [F:1][C:2]1[CH:38]=[CH:37][C:5]([CH2:6][N:7]2[C:17]3[C:12](=[CH:13][C:14]([S:18]([N:21]4[CH2:25][CH2:24][CH2:23][C@H:22]4[CH2:26][O:27][CH2:28][C:29]4[N:30]=[N:31][N:32]([CH2:34]CF)[CH:33]=4)(=[O:20])=[O:19])=[CH:15][CH:16]=3)[C:10](=[O:11])[C:8]2=[O:9])=[CH:4][CH:3]=1.[F:39][CH2:40][CH2:41][CH2:42]CN=[N+]=[N-]>>[F:1][C:2]1[CH:38]=[CH:37][C:5]([CH2:6][N:7]2[C:17]3[C:12](=[CH:13][C:14]([S:18]([N:21]4[CH2:25][CH2:24][CH2:23][C@H:22]4[CH2:26][O:27][CH2:28][C:29]4[N:30]=[N:31][N:32]([CH2:34][CH2:42][CH2:41][CH2:40][F:39])[CH:33]=4)(=[O:20])=[O:19])=[CH:15][CH:16]=3)[C:10](=[O:11])[C:8]2=[O:9])=[CH:4][CH:3]=1. Procedure details: is prepared according to the procedure for compound 12, with the exception that 4-fluorobutylazide is used in place of the 2-fluoroethylazide. Reactants: C1CCOC1, Cc1cc(F)ccc1-c1nc(S(C)(=O)=O)nc2c1ccc(=O)n2-c1c(F)cccc1F, CC(N)CO. The product is Cc1cc(F)ccc1-c1nc(NC(C)CO)nc2c1ccc(=O)n2-c1c(F)cccc1F. As a reaction SMILES: [CH2:37]1[O:38][CH2:39][CH2:40][CH2:41]1.[F:1][c:2]1[c:3](-[n:9]2[c:10](=[O:31])[cH:11][cH:12][c:13]3[c:14]2[n:15][c:16]([S:27]([CH3:28])(=[O:29])=[O:30])[n:17][c:18]3-[c:19]2[c:20]([CH3:26])[cH:21][c:22]([F:25])[cH:23][cH:24]2)[c:4]([F:8])[cH:5][cH:6][cH:7]1.[NH2:32][CH:33]([CH2:34][OH:35])[CH3:36]>>[F:1][c:2]1[c:3](-[n:9]2[c:10](=[O:31])[cH:11][cH:12][c:13]3[c:14]2[n:15][c:16]([NH:32][CH:33]([CH2:34][OH:35])[CH3:36])[n:17][c:18]3-[c:19]2[c:20]([CH3:26])[cH:21][c:22]([F:25])[cH:23][cH:24]2)[c:4]([F:8])[cH:5][cH:6][cH:7]1. The reactants are C1COCCN1, CCCc1c(C(=O)CCl)c2ccc(C(=O)OC)cc2n1Cc1ccccc1Cl. Product: CCCc1c(C(=O)CC2CNCCO2)c2ccc(C(=O)OC)cc2n1Cc1ccccc1Cl. RXN SMILES: [CH2:29]1[CH2:30][O:31][CH2:32][CH2:33][NH:34]1.[Cl:1][CH2:2][C:3](=[O:4])[c:5]1[c:6]([CH2:26][CH2:27][CH3:28])[n:7]([CH2:18][c:19]2[c:20]([Cl:25])[cH:21][cH:22][cH:23][cH:24]2)[c:8]2[cH:9][c:10]([C:14](=[O:15])[O:16][CH3:17])[cH:11][cH:12][c:13]12>>[CH2:2]([C:3](=[O:4])[c:5]1[c:6]([CH2:26][CH2:27][CH3:28])[n:7]([CH2:18][c:19]2[c:20]([Cl:25])[cH:21][cH:22][cH:23][cH:24]2)[c:8]2[cH:9][c:10]([C:14](=[O:15])[O:16][CH3:17])[cH:11][cH:12][c:13]12)[CH:30]1[CH2:29][NH:34][CH2:33][CH2:32][O:31]1. Starting materials: N(=[N+]=[N-])C[C@H](O)C1=CC(=C(C=C1)OCC1=CC=CC=C1)F ((1R)-2-azido-1-[4-(benzyloxy)-3-fluorophenyl]ethanol), C1=CC=C(C=C1)P(C2=CC=CC=C2)C3=CC=CC=C3 (PPh3), C1=CC=C(C=C1)P(C2=CC=CC=C2)C3=CC=CC=C3 (PPh3). The solvent is C1CCOC1 (THF), O (water). Run at time 1 hour. The product is NC[C@H](O)C1=CC(=C(C=C1)OCC1=CC=CC=C1)F ((1R)-2-Amino-1-[4-(benzyloxy)-3-fluorophenyl]ethanol). The yield is 69.7%. RXN SMILES: [N:1]([CH2:4][C@@H:5]([C:7]1[CH:12]=[CH:11][C:10]([O:13][CH2:14][C:15]2[CH:20]=[CH:19][CH:18]=[CH:17][CH:16]=2)=[C:9]([F:21])[CH:8]=1)[OH:6])=[N+]=[N-].C1C=CC(P(C2C=CC=CC=2)C2C=CC=CC=2)=CC=1>C1COCC1.O>[NH2:1][CH2:4][C@@H:5]([C:7]1[CH:12]=[CH:11][C:10]([O:13][CH2:14][C:15]2[CH:16]=[CH:17][CH:18]=[CH:19][CH:20]=2)=[C:9]([F:21])[CH:8]=1)[OH:6]. Procedure details: A solution of (1R)-2-azido-1-[4-(benzyloxy)-3-fluorophenyl]ethanol (410 mg) in THF (8 mL) and water (2 mL) was treated with PPh3 (410 mg) and stirred for 1 h prior to addition of further with PPh3 (220 mg). After stirring for a further 4 h the reaction mixture was concentrated in vacuo and the residue partitioned between EtOAc and water. The organic phase was washed three times with 5% NaHCO3(aq) dried and concentrated in vacuo. The residue was purified by chromatography on silica gel, eluting w... Starting materials: C12(CC3CC(CC(C1)C3)C2)OCC2=C(N=C(N2)C2=C(C=CC=C2Cl)Cl)C(=O)O (5-(adamantan-1-yloxymethyl)-2-(2,6-dichloro-phenyl)-1H-imidazole-4-carboxylic acid), COC(C1=CC(=CC=C1)N)=O (3-amino-benzoic acid methyl ester), benzyl ester, ClC1=C(C=O)C(=CC=C1)Cl (2,6-dichloro-benzaldehyde), C1(CCCCC1)C=O (cyclohexanecarboxaldehyde). The product is C(C1=CC=CC=C1)OC(=O)C=1N=C(NC1COC12CC3CC(CC(C1)C3)C2)C2=C(C=CC=C2Cl)Cl (5-(Adamantan-1-yloxymethyl)-2-(2,6-dichloro-phenyl)-1H-imidazole-4-carboxylic acid benzyl ester), COC(C1=CC(=CC=C1)NC(=O)C=1N=C(NC1COC12CC3CC(CC(C1)C3)C2)C2=C(C=CC=C2Cl)Cl)=O (3-{[5-(adamantan-1-yloxymethyl)-2-(2,6-dichloro-phenyl)-1H-imidazole-4-carbonyl]-amino}-benzoic acid methyl ester). Reaction SMILES: ClC1C=CC=C(Cl)C=1C=O.[CH:11]1([CH:17]=[O:18])[CH2:16][CH2:15][CH2:14][CH2:13][CH2:12]1.[C:19]12([O:29][CH2:30][C:31]3[NH:35][C:34]([C:36]4[C:41]([Cl:42])=[CH:40][CH:39]=[CH:38][C:37]=4[Cl:43])=[N:33][C:32]=3[C:44](O)=[O:45])[CH2:28][CH:23]3[CH2:24][CH:25]([CH2:27][CH:21]([CH2:22]3)[CH2:20]1)[CH2:26]2.[CH3:47][O:48][C:49](=[O:57])[C:50]1[CH:55]=[CH:54][CH:53]=[C:52]([NH2:56])[CH:51]=1>>[CH2:17]([O:18][C:44]([C:32]1[N:33]=[C:34]([C:36]2[C:37]([Cl:43])=[CH:38][CH:39]=[CH:40][C:41]=2[Cl:42])[NH:35][C:31]=1[CH2:30][O:29][C:19]12[CH2:20][CH:21]3[CH2:22][CH:23]([CH2:24][CH:25]([CH2:27]3)[CH2:26]1)[CH2:28]2)=[O:45])[C:11]1[CH:16]=[CH:15][CH:14]=[CH:13][CH:12]=1.[CH3:47][O:48][C:49](=[O:57])[C:50]1[CH:55]=[CH:54][CH:53]=[C:52]([NH:56][C:44]([C:32]2[N:33]=[C:34]([C:36]3[C:37]([Cl:43])=[CH:38][CH:39]=[CH:40][C:41]=3[Cl:42])[NH:35][C:31]=2[CH2:30][O:29][C:19]23[CH2:20][CH:21]4[CH2:22][CH:23]([CH2:24][CH:25]([CH2:27]4)[CH2:26]2)[CH2:28]3)=[O:45])[CH:51]=1. Procedure details: 5-(Adamantan-1-yloxymethyl)-2-(2,6-dichloro-phenyl)-1H-imidazole-4-carboxylic acid benzyl ester was prepared according to the procedure of Example 216, steps a, b, c and d with the modification that 2,6-dichloro-benzaldehyde was used in step d instead of cyclohexanecarboxaldehyde. The benzyl ester was hydrolysed according to the procedure of Example 211, step b and the resulting 5-(adamantan-1-yloxymethyl)-2-(2,6-dichloro-phenyl)-1H-imidazole-4-carboxylic acid was reacted with 3-amino-benzoic ac... The reactants are BrC1=CC=C(C=C1)C1=CC(=C(C=C1)O[Si](C)(C)C(C)(C)C)F (4'-bromo-3-fluoro-4-(t-butyldimethylsiloxy)biphenyl), C(CCCC)[Si]1(CCC(CC1)=O)C1=CC=CC=C1 (4-pentyl-4-phenyl-4-silacyclohexanone), BrCC(C(F)(F)F)(F)F (1-bromo-2,2,3,3,3-pentafluoro-n-propane). Product: C(CCCC)[Si@@H]1CC[C@H](CC1)C1=CC=C(C=C1)C1=CC(=C(C=C1)OCC(C(F)(F)F)(F)F)F (4'-(trans-4-n-pentyl-4-silacyclohexyl)-3-fluoro-4-(2,2,3,3,3-pentafluoro-n-propoxy)biphenyl). Reaction SMILES: Br[C:2]1[CH:7]=[CH:6][C:5]([C:8]2[CH:13]=[CH:12][C:11]([O:14][Si](C(C)(C)C)(C)C)=[C:10]([F:22])[CH:9]=2)=[CH:4][CH:3]=1.C([Si:28]1([C:35]2[CH:40]=[CH:39][CH:38]=[CH:37]C=2)[CH2:33][CH2:32][C:31](=O)[CH2:30][CH2:29]1)CCCC.Br[CH2:42][C:43]([F:49])([F:48])[C:44]([F:47])([F:46])[F:45]>>[CH2:35]([Si@H:28]1[CH2:29][CH2:30][C@H:31]([C:2]2[CH:3]=[CH:4][C:5]([C:8]3[CH:13]=[CH:12][C:11]([O:14][CH2:42][C:43]([F:49])([F:48])[C:44]([F:47])([F:46])[F:45])=[C:10]([F:22])[CH:9]=3)=[CH:6][CH:7]=2)[CH2:32][CH2:33]1)[CH2:40][CH2:39][CH2:38][CH3:37]. Reported procedure: The general procedure of Example 17 was repeated using 4'-bromo-3-fluoro-4-(t-butyldimethylsiloxy)biphenyl, 4-pentyl-4-phenyl-4-silacyclohexanone, and 1-bromo-2,2,3,3,3-pentafluoro-n-propane, thereby obtaining the intended compound.